Dataset: the Open Reaction Database (ORD), a public repository of structured organic reaction records. Task: describe an organic reaction: reactants, conditions, products, and yield Starting materials: C=CCN1CC2C(C1=O)C2(C)c1cccc([N+](=O)[O-])c1, CCO, [Ca+2], [Cl-], [Cl-], [Fe], O. Yields the product C=CCN1CC2C(C1=O)C2(C)c1cccc(N)c1. As a reaction SMILES: [CH2:1]([CH:2]=[CH2:3])[N:4]1[C:5](=[O:20])[CH:6]2[C:7]([c:10]3[cH:11][c:12]([N+:16]([O-:17])=[O:18])[cH:13][cH:14][cH:15]3)([CH3:19])[CH:8]2[CH2:9]1.[CH3:24][CH2:25][OH:26].[Ca+2:23].[Cl-:21].[Cl-:22].[Fe:28].[OH2:27]>>[CH2:1]([CH:2]=[CH2:3])[N:4]1[C:5](=[O:20])[CH:6]2[C:7]([c:10]3[cH:11][c:12]([NH2:16])[cH:13][cH:14][cH:15]3)([CH3:19])[CH:8]2[CH2:9]1. The reactants are CCOC(=O)C1(C)CCN(c2nnc(Cc3ccccc3)c(C)c2C)CC1, CCO, [Na+], [OH-], O. Yields the product Cc1c(Cc2ccccc2)nnc(N2CCC(C)(C(=O)O)CC2)c1C. RXN SMILES: [CH2:1]([CH3:2])[O:3][C:4](=[O:5])[C:6]1([CH3:27])[CH2:7][CH2:8][N:9]([c:12]2[n:13][n:14][c:15]([CH2:20][c:21]3[cH:22][cH:23][cH:24][cH:25][cH:26]3)[c:16]([CH3:19])[c:17]2[CH3:18])[CH2:10][CH2:11]1.[CH3:30][CH2:31][OH:32].[Na+:29].[OH-:28].[OH2:33]>>[O:3]=[C:4]([OH:5])[C:6]1([CH3:27])[CH2:7][CH2:8][N:9]([c:12]2[n:13][n:14][c:15]([CH2:20][c:21]3[cH:22][cH:23][cH:24][cH:25][cH:26]3)[c:16]([CH3:19])[c:17]2[CH3:18])[CH2:10][CH2:11]1. Reactants: C(Cl)Cl (methylene chloride), ClC1=C(C(=O)Cl)C=C(C(=C1)F)[N+](=O)[O-] (2-chloro-4-fluoro-5-nitrobenzoyl chloride), C1=CC=CC=C1 (benzene), [Cl-].[Al+3].[Cl-].[Cl-] (aluminum chloride). The solvent is ice water, Cl (hydrochloric acid), ClC(C(Cl)Cl)Cl (1,1,2,2-tetrachloroethane). Reaction conditions: temperature 8 celsius, time 15 minute. Product: ClC1=C(C(=O)C2=CC=CC=C2)C=C(C(=C1)F)[N+](=O)[O-] (2-Chloro-4-fluoro-5-nitrobenzophenone). The yield is 98.3%. As a reaction SMILES: [Cl:1][C:2]1[CH:10]=[C:9]([F:11])[C:8]([N+:12]([O-:14])=[O:13])=[CH:7][C:3]=1[C:4](Cl)=[O:5].[CH:15]1[CH:20]=[CH:19][CH:18]=[CH:17][CH:16]=1.[Cl-].[Al+3].[Cl-].[Cl-].C(Cl)Cl>ClC(Cl)C(Cl)Cl.Cl>[Cl:1][C:2]1[CH:10]=[C:9]([F:11])[C:8]([N+:12]([O-:14])=[O:13])=[CH:7][C:3]=1[C:4]([C:15]1[CH:20]=[CH:19][CH:18]=[CH:17][CH:16]=1)=[O:5] |f:2.3.4.5|. Reported procedure: A solution of 2-chloro-4-fluoro-5-nitrobenzoyl chloride (26.7 g, 0.112 mol) and benzene (12.0 mL, 0.134 mol) in 1,1,2,2-tetrachloroethane is cooled to 0° C. to 5° C., treated with aluminum chloride (18.1 g, 0.136 mol), stirred for 15 minutes at about 8° C., heated to and stirred at 50° C. for one hour, cooled to room temperature, and diluted sequentially with an ice-water mixture and concentrated hydrochloric acid. The organic phase is separated, washed-sequentially with water and saturated sodi... As a reaction SMILES: [NH2:1][CH2:2][CH2:3][CH2:4][NH:5][C:6]1[N:11]=[C:10]([C:12](=[C:15]2[NH:19][C:18]([C:20]([CH3:23])([CH3:22])[CH3:21])=[CH:17][S:16]2)[C:13]#[N:14])[CH:9]=[CH:8][N:7]=1.[C:24]1(=O)[O:29][C:27](=[O:28])[CH2:26][CH2:25]1.CN1CCOCC1.C(O)(C(F)(F)F)=O>CC(N(C)C)=O.C(Cl)Cl.CCOCC.O>[C:20]([C:18]1[NH:19][C:15](=[C:12]([C:10]2[CH:9]=[CH:8][N:7]=[C:6]([NH:5][CH2:4][CH2:3][CH2:2][N:1]3[C:27](=[O:28])[CH2:26][CH2:25][C:24]3=[O:29])[N:11]=2)[C:13]#[N:14])[S:16][CH:17]=1)([CH3:23])([CH3:22])[CH3:21]. Run in O (water), CC(=O)N(C)C (DMA), CCOCC (ether), C(Cl)Cl (DCM). Reported procedure: To a suspension of {2-[(3-aminopropyl)amino]pyrimidin-4-yl}(4-tert-butyl-1,3-thiazol-2(3H)-ylidene)acetonitrile (200 mg, 0.61 mmol) in DMA in a microwave tube (X2) were added succinic anhydride (122 mg, 1.21 mmol) and NMM (0.133 mL, 1.21 mmol) and after sonication the solution was heated up to 250° C. on normal absorption for 15 min. Both tubes were gathered and 10 mL of water were added then the suspension was left at 4° C. for ON. The solid obtained was filtered off through paper and washed wi... Starting materials: C(=O)(C(F)(F)F)O (TFA), C1(CCC(=O)O1)=O (succinic anhydride), CN1CCOCC1 (NMM), NCCCNC1=NC=CC(=N1)C(C#N)=C1SC=C(N1)C(C)(C)C ({2-[(3-aminopropyl)amino]pyrimidin-4-yl}(4-tert-butyl-1,3-thiazol-2(3H)-ylidene)acetonitrile). Reaction conditions: temperature 250 celsius, time 2 hour. Isolated yield 140.6%. Product: C(C)(C)(C)C=1NC(SC1)=C(C#N)C1=NC(=NC=C1)NCCCN1C(CCC1=O)=O ((4-tert-butyl-1,3-thiazol-2(3H)-ylidene)(2-{[3-(2,5-dioxopyrrolidin-1-yl)propyl]amino}pyrimidin-4-yl)acetonitrile).